This data is from the Open Reaction Database (ORD), a public repository of structured organic reaction records. The task is: describe an organic reaction: reactants, conditions, products, and yield Starting materials: CCOC(=O)C1=C(c2ccc3[nH]cc(C#N)c3c2)CCC1, CO, [Pd]. The product is CCOC(=O)C1CCCC1c1ccc2[nH]cc(C#N)c2c1. RXN SMILES: [CH2:1]([CH3:2])[O:3][C:4](=[O:5])[C:6]1=[C:7]([c:11]2[cH:12][c:13]3[c:14]([C:20]#[N:21])[cH:15][nH:16][c:17]3[cH:18][cH:19]2)[CH2:8][CH2:9][CH2:10]1.[CH3:22][OH:23].[Pd:24]>>[CH2:1]([CH3:2])[O:3][C:4](=[O:5])[CH:6]1[CH:7]([c:11]2[cH:12][c:13]3[c:14]([C:20]#[N:21])[cH:15][nH:16][c:17]3[cH:18][cH:19]2)[CH2:8][CH2:9][CH2:10]1.